This data is from the Open Reaction Database (ORD), a public repository of structured organic reaction records. The task is: describe an organic reaction: reactants, conditions, products, and yield The reactants are BrB(Br)Br, CNC(=O)c1ccc(OC)c(C#N)c1, ClCCl, Cl, O. The product is CNC(=O)c1ccc(O)c(C#N)c1. Reaction SMILES: [B:15]([Br:16])([Br:17])[Br:18].[C:1](#[N:2])[c:3]1[cH:4][c:5]([C:6](=[O:7])[NH:8][CH3:9])[cH:10][cH:11][c:12]1[O:13][CH3:14].[Cl:21][CH2:22][Cl:23].[ClH:20].[OH2:19]>>[C:1](#[N:2])[c:3]1[cH:4][c:5]([C:6](=[O:7])[NH:8][CH3:9])[cH:10][cH:11][c:12]1[OH:13].